Task: describe an organic reaction: reactants, conditions, products, and yield. Dataset: the Open Reaction Database (ORD), a public repository of structured organic reaction records Reactants: CC=1C=C(C=C2CN(C(C12)=O)CC1=CC=C(C=C1)OC(F)(F)F)CC1CCNCC1 (7-Methyl-5-piperidin-4-ylmethyl-2-(4-trifluoromethoxy-benzyl)-2,3-dihydro-isoindol-1-one), C(#N)[BH3-].[Na+] (sodium cyanoborohydride), C(C)(=O)O (acetic acid), C=O (formaldehyde). Run in CO (methanol), ClCCl (dichloromethane). Yields the product CC=1C=C(C=C2CN(C(C12)=O)CC1=CC=C(C=C1)OC(F)(F)F)CC1CCN(CC1)C (7-Methyl-5-(1-methyl-piperidin-4-ylmethyl)-2-(4-trifluoromethoxy-benzyl)-2,3-dihydro-isoindol-1-one), foam. The yield is 44.0%. As a reaction SMILES: [CH3:1][C:2]1[CH:3]=[C:4]([CH2:24][CH:25]2[CH2:30][CH2:29][NH:28][CH2:27][CH2:26]2)[CH:5]=[C:6]2[C:10]=1[C:9](=[O:11])[N:8]([CH2:12][C:13]1[CH:18]=[CH:17][C:16]([O:19][C:20]([F:23])([F:22])[F:21])=[CH:15][CH:14]=1)[CH2:7]2.[C:31](O)(=O)C.C=O.C([BH3-])#N.[Na+]>CO.ClCCl>[CH3:1][C:2]1[CH:3]=[C:4]([CH2:24][CH:25]2[CH2:26][CH2:27][N:28]([CH3:31])[CH2:29][CH2:30]2)[CH:5]=[C:6]2[C:10]=1[C:9](=[O:11])[N:8]([CH2:12][C:13]1[CH:18]=[CH:17][C:16]([O:19][C:20]([F:22])([F:23])[F:21])=[CH:15][CH:14]=1)[CH2:7]2 |f:3.4|. Procedure details: 7-Methyl-5-piperidin-4-ylmethyl-2-(4-trifluoromethoxy-benzyl)-2,3-dihydro-isoindol-1-one (50.0 mg, 0.124 mmol) was dissolved in methanol (0.2 mL) and acetic acid (0.2 mL) and 37% formaldehyde (0.2 mL) was added at room temperature. The mixture was stirred for ten minutes and sodium cyanoborohydride (1M in THF, 0.2 mL, 0.20 mmol) was added and the mixture was allowed to stir overnight at room temperature. The reaction was diluted with dichloromethane, washed with sodium bicarbonate (sat) and brin... Starting materials: C(C)C=1C=CC2=C(C(C(CS2)=NO)=O)C1 (6-ethyl-3-hydroxyimino-2,3-dihydro-4H-1-benzothiopyran-4-one), C(C)C=1C=CC2=C(C(CCS2)=O)C1 (6-ethyl-2,3-dihydro-4H-1-benzothiopyran-4-one), [K] (potassium), NC1=C(SC2=C(C1=O)C=C(C=C2)CC)Cl (3-amino-2-chloro-6-ethyl-4H-1-benzothiopyran-4-one), oxime, N(=O)OCCC(C)C (isopentyl nitrite), Cl (hydrochloric acid). Yields the product NC1=CSC2=C(C1=O)C=C(C=C2)CC (3-amino-6-ethyl-4H-1-benzothiopyran-4-one). As a reaction SMILES: C(C1C=CC2SCCC(=O)C=2C=1)C.N(OCCC(C)C)=O.[K].[CH2:23]([C:25]1[CH:26]=[CH:27][C:28]2[S:33][CH2:32][C:31](=[N:34]O)[C:30](=[O:36])[C:29]=2[CH:37]=1)[CH3:24].Cl.NC1C(=O)C2C=C(CC)C=CC=2SC=1Cl>>[NH2:34][C:31]1[C:30](=[O:36])[C:29]2[CH:37]=[C:25]([CH2:23][CH3:24])[CH:26]=[CH:27][C:28]=2[S:33][CH:32]=1 |^1:21|. Reported procedure: In a manner analogous to that described in Example 1, starting from 4-ethylthiophenol there is obtained 3-(4-ethylphenylthio)-propionic acid, melting point 59°-60°, which is converted into 6-ethyl-2,3-dihydro-4H-1-benzothiopyran-4-one (red oil). This is converted into an oxime with isopentyl nitrite, and the resulting crude potassium salt of 6-ethyl-3-hydroxyimino-2,3-dihydro-4H-1-benzothiopyran-4-one is converted with concentrated hydrochloric acid into 3-amino-2-chloro-6-ethyl-4H-1-benzothiopy... Reactants: FC=1C=C(C=C(C1)F)CC(=O)N[C@@H](C)C(=O)O (N-(3,5-difluorophenylacetyl)-L-alanine), solid, C1NC(CC2=CC=CC=C12)C(=O)OC (methyl 1,2,3,4-tetrahydroisoquinoline-3-carboxylate). The solvent is CO.C(Cl)Cl (MeOH DCM). Product: FC=1C=C(C=C(C1)F)CC(=O)N[C@@H](C)C(=O)N1CC2=CC=CC=C2CC1C(=O)OC (Methyl 2-[N-(3,5-Difluorophenylacetyl)-L-alaninyl]-1,2,3,4-tetrahydroisoquinoline-3-carboxylate). As a reaction SMILES: [F:1][C:2]1[CH:3]=[C:4]([CH2:9][C:10]([NH:12][C@H:13]([C:15]([OH:17])=O)[CH3:14])=[O:11])[CH:5]=[C:6]([F:8])[CH:7]=1.[CH2:18]1[C:27]2[C:22](=[CH:23][CH:24]=[CH:25][CH:26]=2)[CH2:21][CH:20]([C:28]([O:30][CH3:31])=[O:29])[NH:19]1>CO.C(Cl)Cl>[F:8][C:6]1[CH:5]=[C:4]([CH2:9][C:10]([NH:12][C@H:13]([C:15]([N:19]2[CH:20]([C:28]([O:30][CH3:31])=[O:29])[CH2:21][C:22]3[C:27](=[CH:26][CH:25]=[CH:24][CH:23]=3)[CH2:18]2)=[O:17])[CH3:14])=[O:11])[CH:3]=[C:2]([F:1])[CH:7]=1 |f:2.3|. Reported procedure: Following General Procedure A and using N-(3,5-difluorophenylacetyl)-L-alanine (from Example B2 above) and methyl 1,2,3,4-tetrahydroisoquinoline-3-carboxylate (Aldrich), the title compound was prepared as a solid (mp=37-40° C.). The reaction was monitored by tlc (Rf=0.64 in 10% MeOH/DCM). The reactants are SC=1SC=C(N1)C (2-mercapto-4-methylthiazole), BrCCCCCCO (6-bromo-1-hexanol), C([O-])([O-])=O.[K+].[K+] (potassium carbonate). The solvent is CC(=O)C (acetone). Yields the product CC=1N=C(SC1)SCCCCCCO (6-(4-methylthiazol-2-yl)thiohexan-1-ol). Isolated yield 99.0%. RXN SMILES: [SH:1][C:2]1[S:3][CH:4]=[C:5]([CH3:7])[N:6]=1.Br[CH2:9][CH2:10][CH2:11][CH2:12][CH2:13][CH2:14][OH:15].C(=O)([O-])[O-].[K+].[K+]>CC(C)=O>[CH3:7][C:5]1[N:6]=[C:2]([S:1][CH2:9][CH2:10][CH2:11][CH2:12][CH2:13][CH2:14][OH:15])[S:3][CH:4]=1 |f:2.3.4|. Procedure: The mixture of 2-mercapto-4-methylthiazole (2.62 g, 0.02 mol), 6-bromo-1-hexanol (3.62 g, 0.02 mol), potassium carbonate (2.76 g, 0.02 mol) and acetone (50 mL) was refluxed for 14 h. After cooling, the mixture was filtered and the filtrate was evaporated. The residual oil was purified by elution from a silica gel column using ethylacetate-methanol (99:1, v./v) as eluant to give 6-(4-methylthiazol-2-yl)thiohexan-1-ol (29) (99%) as a yellowish oil. IR (neat) 3608 (OH)cm-1 ; NMR (CDCl3) 1.25-2.10 (... Reactants: ClC1=C(C=CC=C1)C1=CNC=C1C#N (3-(2-chlorophenyl)-4-cyanopyrrole), C=O (paraformaldehyde). Run in C(C)N(CC)CC (triethylamine). Run at temperature 90 celsius. The product is OCN1C=C(C(=C1)C#N)C1=C(C=CC=C1)Cl (N-Hydroxymethyl-3-(2-chlorophenyl)-4-cyanopyrrole). RXN SMILES: [Cl:1][C:2]1[CH:7]=[CH:6][CH:5]=[CH:4][C:3]=1[C:8]1[C:12]([C:13]#[N:14])=[CH:11][NH:10][CH:9]=1.[CH2:15]=[O:16]>C(N(CC)CC)C>[OH:16][CH2:15][N:10]1[CH:11]=[C:12]([C:13]#[N:14])[C:8]([C:3]2[CH:4]=[CH:5][CH:6]=[CH:7][C:2]=2[Cl:1])=[CH:9]1. Reported procedure: 60.8 g of 3-(2-chlorophenyl)-4-cyanopyrrole, 9.9 g of paraformaldehyde and 0.8 g of triethylamine are thoroughly mixed and and the mixture is then heated, with stirring, at a bath temperature of 90° C. The resultant melt is cooled to room temperature after 11/4 hours, when it congeals to a glass-like solid. Recrystallisation from toluene yields the title compound in the form of brownish crystals of m.p. 94°-97° C. Reactants: Brc1ccncc1, CCN(C(C)C)C(C)C, Cl, CN(C)C=O, CC(Nc1nccc(-n2cnc3cc(N)ccc32)n1)c1ccccc1. Yields the product CC(Nc1nccc(-n2cnc3cc(Nc4ccncc4)ccc32)n1)c1ccccc1. RXN SMILES: [Br:36][c:37]1[cH:38][cH:39][n:40][cH:41][cH:42]1.[CH:26]([N:27]([CH:28]([CH3:29])[CH3:30])[CH2:31][CH3:32])([CH3:33])[CH3:34].[ClH:35].[O:43]=[CH:44][N:45]([CH3:46])[CH3:47].[c:1]1([CH:7]([CH3:8])[NH:9][c:10]2[n:11][cH:12][cH:13][c:14](-[n:16]3[cH:17][n:18][c:19]4[c:20]3[cH:21][cH:22][c:23]([NH2:25])[cH:24]4)[n:15]2)[cH:2][cH:3][cH:4][cH:5][cH:6]1>>[c:1]1([CH:7]([CH3:8])[NH:9][c:10]2[n:11][cH:12][cH:13][c:14](-[n:16]3[cH:17][n:18][c:19]4[c:20]3[cH:21][cH:22][c:23]([NH:25][c:37]3[cH:38][cH:39][n:40][cH:41][cH:42]3)[cH:24]4)[n:15]2)[cH:2][cH:3][cH:4][cH:5][cH:6]1. The reactants are CCCCCCCCCCCCCCc1cc(C(=O)OCC)c[nH]1, CCO, [Na+], [OH-]. Product: CCCCCCCCCCCCCCc1cc(C(=O)O)c[nH]1. As a reaction SMILES: [CH2:3]([CH2:4][CH2:5][CH2:6][CH2:7][CH2:8][CH2:9][CH2:10][CH2:11][CH2:12][CH2:13][CH2:14][CH2:15][CH3:16])[c:17]1[cH:18][c:19]([C:22](=[O:23])[O:24][CH2:25][CH3:26])[cH:20][nH:21]1.[CH3:27][CH2:28][OH:29].[Na+:2].[OH-:1]>>[CH2:3]([CH2:4][CH2:5][CH2:6][CH2:7][CH2:8][CH2:9][CH2:10][CH2:11][CH2:12][CH2:13][CH2:14][CH2:15][CH3:16])[c:17]1[cH:18][c:19]([C:22](=[O:23])[OH:24])[cH:20][nH:21]1.